From a dataset of the Open Reaction Database (ORD), a public repository of structured organic reaction records. describe an organic reaction: reactants, conditions, products, and yield Starting materials: COC(=O)CC1c2cccc(F)c2N=C(N2CCN(c3cccc(F)c3)CC2)N1c1cc(C(F)(F)F)ccc1OC, [Na+], C1COCCO1, [OH-]. Product: COc1ccc(C(F)(F)F)cc1N1C(N2CCN(c3cccc(F)c3)CC2)=Nc2c(F)cccc2C1CC(=O)O. As a reaction SMILES: [F:1][c:2]1[cH:3][cH:4][cH:5][c:6]2[c:11]1[N:10]=[C:9]([N:12]1[CH2:13][CH2:14][N:15]([c:18]3[cH:19][c:20]([F:24])[cH:21][cH:22][cH:23]3)[CH2:16][CH2:17]1)[N:8]([c:25]1[c:26]([O:35][CH3:36])[cH:27][cH:28][c:29]([C:31]([F:32])([F:33])[F:34])[cH:30]1)[CH:7]2[CH2:37][C:38](=[O:39])[O:40][CH3:41].[Na+:43].[O:44]1[CH2:45][CH2:46][O:47][CH2:48][CH2:49]1.[OH-:42]>>[F:1][c:2]1[cH:3][cH:4][cH:5][c:6]2[c:11]1[N:10]=[C:9]([N:12]1[CH2:13][CH2:14][N:15]([c:18]3[cH:19][c:20]([F:24])[cH:21][cH:22][cH:23]3)[CH2:16][CH2:17]1)[N:8]([c:25]1[c:26]([O:35][CH3:36])[cH:27][cH:28][c:29]([C:31]([F:32])([F:33])[F:34])[cH:30]1)[CH:7]2[CH2:37][C:38](=[O:39])[OH:40]. Yields the product Nc1cnccc1CCOc1ccc([N+](=O)[O-])c2ccccc12. The reactants are C1CCOC1, O=[N+]([O-])c1ccc(O)c2ccccc12, Nc1cnccc1CCO, CC(C)OC(=O)N=NC(=O)OC(C)C, c1ccc(P(c2ccccc2)c2ccccc2)cc1. RXN SMILES: [CH2:58]1[O:59][CH2:60][CH2:61][CH2:62]1.[N+:1](=[O:2])([O-:3])[c:4]1[cH:5][cH:6][c:7]([OH:14])[c:8]2[cH:9][cH:10][cH:11][cH:12][c:13]12.[NH2:34][c:35]1[cH:36][n:37][cH:38][cH:39][c:40]1[CH2:41][CH2:42][OH:43].[O:44]=[C:45]([O:46][CH:47]([CH3:48])[CH3:49])[N:50]=[N:51][C:52]([O:53][CH:54]([CH3:55])[CH3:56])=[O:57].[c:15]1([P:16]([c:17]2[cH:18][cH:19][cH:20][cH:21][cH:22]2)[c:23]2[cH:24][cH:25][cH:26][cH:27][cH:28]2)[cH:29][cH:30][cH:31][cH:32][cH:33]1>>[N+:1](=[O:2])([O-:3])[c:4]1[cH:5][cH:6][c:7]([O:14][CH2:42][CH2:41][c:40]2[c:35]([NH2:34])[cH:36][n:37][cH:38][cH:39]2)[c:8]2[cH:9][cH:10][cH:11][cH:12][c:13]12. Starting materials: O=C([O-])[O-], c1ccc(CN2CCNCC2)cc1, CS(C)=O, COC(=O)c1ccc(F)c(C(F)(F)F)c1, [K+], [K+], O. The product is COC(=O)c1ccc(N2CCN(Cc3ccccc3)CC2)c(C(F)(F)F)c1. RXN SMILES: [C:29](=[O:30])([O-:31])[O-:32].[CH2:16]([c:17]1[cH:18][cH:19][cH:20][cH:21][cH:22]1)[N:23]1[CH2:24][CH2:25][NH:26][CH2:27][CH2:28]1.[CH3:36][S:37]([CH3:38])=[O:39].[F:1][c:2]1[c:3]([C:12]([F:13])([F:14])[F:15])[cH:4][c:5]([C:6](=[O:7])[O:8][CH3:9])[cH:10][cH:11]1.[K+:33].[K+:34].[OH2:35]>>[c:2]1([N:26]2[CH2:25][CH2:24][N:23]([CH2:16][c:17]3[cH:18][cH:19][cH:20][cH:21][cH:22]3)[CH2:28][CH2:27]2)[c:3]([C:12]([F:13])([F:14])[F:15])[cH:4][c:5]([C:6](=[O:7])[O:8][CH3:9])[cH:10][cH:11]1. Reactants: O.ON1N=NC2=C1C=CC=C2 (1-hydroxybenzotriazole hydrate), Cl.CN(CCCN=C=NCC)C (1-(3-dimethylaminopropyl)-3-ethylcarbodiimide hydrochloride), CC1=NN(C=2N=C(NC(C21)=O)C=2C=C(/C=C/C(=O)O)C=CC2OCCC)CCC ((E)-3-(3-methyl-4-oxo-1-n-propyl-1,5-dihydro-4H-pyrazolo[3,4-d]pyrimidin-6-yl)-4-n-propoxycinnamic acid), N1CCOCC1 (morpholine), CN1CCOCC1 (N-methylmorpholine). Solvent: ClCCl (dichloromethane). Reaction conditions: time 20 hour. Product: CC1=NN(C=2N=C(NC(C21)=O)C=2C=C(/C=C/C(=O)N1CCOCC1)C=CC2OCCC)CCC (N-[(E)-3-(3-Methyl-4-oxo-1-n-propyl-1,5-dihydro-4H-pyrazolo[3,4-d]pyrimidin-6-yl)-4-n-propoxy-cinnamoyl]morpholine). Isolated yield 63.6%. RXN SMILES: [CH3:1][C:2]1[C:10]2[C:9](=[O:11])[NH:8][C:7]([C:12]3[CH:13]=[C:14]([CH:20]=[CH:21][C:22]=3[O:23][CH2:24][CH2:25][CH3:26])/[CH:15]=[CH:16]/[C:17](O)=[O:18])=[N:6][C:5]=2[N:4]([CH2:27][CH2:28][CH3:29])[N:3]=1.[NH:30]1[CH2:35][CH2:34][O:33][CH2:32][CH2:31]1.CN1CCOCC1.O.ON1C2C=CC=CC=2N=N1.Cl.CN(C)CCCN=C=NCC>ClCCl>[CH3:1][C:2]1[C:10]2[C:9](=[O:11])[NH:8][C:7]([C:12]3[CH:13]=[C:14]([CH:20]=[CH:21][C:22]=3[O:23][CH2:24][CH2:25][CH3:26])/[CH:15]=[CH:16]/[C:17]([N:30]3[CH2:35][CH2:34][O:33][CH2:32][CH2:31]3)=[O:18])=[N:6][C:5]=2[N:4]([CH2:27][CH2:28][CH3:29])[N:3]=1 |f:3.4,5.6|. Procedure details: To a stirred solution of (E)-3-(3-methyl-4-oxo-1-n-propyl-1,5-dihydro-4H-pyrazolo[3,4-d]pyrimidin-6-yl)-4-n-propoxycinnamic acid (Example 13; 1.0 g, 0.0025 mol) and morpholine (0.21 g, 0.0025 mol) in dichloromethane at 0° C. was added, sequentially, N-methylmorpholine (0.5 g, 0.005 mol), 1-hydroxybenzotriazole hydrate (0.383 g, 0.0025 mol) and 1-(3-dimethylaminopropyl)-3-ethylcarbodiimide hydrochloride (0.957 g, 0.005 mol). The reaction mixture was allowed to warm to room temperature, stirred fo...